From a dataset of the Open Reaction Database (ORD), a public repository of structured organic reaction records. describe an organic reaction: reactants, conditions, products, and yield Starting materials: C(C)(C)(C)OC(=O)NC1C(NC2=CC(=CC=C2C1)C=1C=CN2C(C(=CC(=C2C1C)C1CC1)C(=O)O)=O)=O (8-(3-(tert-Butoxycarbonylamino)-2-oxo-1,2,3,4-tetrahydroquinolin-7-yl)-1-cyclopropyl-9-methyl-4-oxo-4H-quinolizine-3-carboxylic acid), Cl (HCl), O1CCOCC1 (dioxane). Run in C(C)#N (acetonitrile). Conditions: time 4 hour. The product is Cl.NC1C(NC2=CC(=CC=C2C1)C=1C=CN2C(C(=CC(=C2C1C)C1CC1)C(=O)O)=O)=O (8-(3-amino-2-oxo-1,2,3,4-tetrahydroquinolin-7-yl)-1-cyclopropyl-9-methyl-4-oxo-4H-quinolizine-3-carboxylic acid hydrochloride), EXAMPLE 50. Isolated yield 98.0%. RXN SMILES: C(OC([NH:8][CH:9]1[CH2:18][C:17]2[C:12](=[CH:13][C:14]([C:19]3[CH:20]=[CH:21][N:22]4[C:27]([C:28]=3[CH3:29])=[C:26]([CH:30]3[CH2:32][CH2:31]3)[CH:25]=[C:24]([C:33]([OH:35])=[O:34])[C:23]4=[O:36])=[CH:15][CH:16]=2)[NH:11][C:10]1=[O:37])=O)(C)(C)C.[ClH:38].O1CCOCC1>C(#N)C>[ClH:38].[NH2:8][CH:9]1[CH2:18][C:17]2[C:12](=[CH:13][C:14]([C:19]3[CH:20]=[CH:21][N:22]4[C:27]([C:28]=3[CH3:29])=[C:26]([CH:30]3[CH2:31][CH2:32]3)[CH:25]=[C:24]([C:33]([OH:35])=[O:34])[C:23]4=[O:36])=[CH:15][CH:16]=2)[NH:11][C:10]1=[O:37] |f:4.5|. Procedure: 8-(3-(tert-Butoxycarbonylamino)-2-oxo-1,2,3,4-tetrahydroquinolin-7-yl)-1-cyclopropyl-9-methyl-4-oxo-4H-quinolizine-3-carboxylic acid (29 mg, 0.046 mmol) was dissolved in acetonitrile (4 mL). HCl 4M in dioxane (1 mL, 4 mmol) was added. The mixture was stirred for 4 h and a suspension was formed. The solvents were evaporated and the crude was triturated with diethyl ether (4 mL) to afford the title compound EXAMPLE 50 as a yellow solid (20 mg, 98%). ESI-MS m/z: 404 (M+H)+. Reactants: BrC1=C(C=2N(C=C1)C(N(N2)CC(C)C)=O)I (7-bromo-8-iodo-2-isobutyl-[1,2,4]triazolo[4,3-a]pyridin-3(2H)-one), ClC1=CC=C(C=C1)B(O)O (4-chlorophenylboronic acid), C(=O)([O-])[O-].[K+].[K+] (K2CO3). Reagents/catalysts: C=1C=CC(=CC1)[P](C=2C=CC=CC2)(C=3C=CC=CC3)[Pd]([P](C=4C=CC=CC4)(C=5C=CC=CC5)C=6C=CC=CC6)([P](C=7C=CC=CC7)(C=8C=CC=CC8)C=9C=CC=CC9)[P](C=1C=CC=CC1)(C=1C=CC=CC1)C=1C=CC=CC1 (tetrakis(triphenylphosphine)palladium). The solvent is O1CCOCC1 (dioxane), O (water). Reaction conditions: temperature 100 celsius, time 15 hour. The product is BrC1=C(C=2N(C=C1)C(N(N2)CC(C)C)=O)C2=CC=C(C=C2)Cl (7-bromo-8-(4-chlorophenyl)-2-isobutyl-[1,2,4]triazolo[4,3-a]pyridin-3(2H)-one). Isolated yield 40.0%. RXN SMILES: [Br:1][C:2]1[CH:7]=[CH:6][N:5]2[C:8](=[O:15])[N:9]([CH2:11][CH:12]([CH3:14])[CH3:13])[N:10]=[C:4]2[C:3]=1I.[Cl:17][C:18]1[CH:23]=[CH:22][C:21](B(O)O)=[CH:20][CH:19]=1.C([O-])([O-])=O.[K+].[K+]>O1CCOCC1.O.C1C=CC([P]([Pd]([P](C2C=CC=CC=2)(C2C=CC=CC=2)C2C=CC=CC=2)([P](C2C=CC=CC=2)(C2C=CC=CC=2)C2C=CC=CC=2)[P](C2C=CC=CC=2)(C2C=CC=CC=2)C2C=CC=CC=2)(C2C=CC=CC=2)C2C=CC=CC=2)=CC=1>[Br:1][C:2]1[CH:7]=[CH:6][N:5]2[C:8](=[O:15])[N:9]([CH2:11][CH:12]([CH3:14])[CH3:13])[N:10]=[C:4]2[C:3]=1[C:21]1[CH:22]=[CH:23][C:18]([Cl:17])=[CH:19][CH:20]=1 |f:2.3.4,^1:43,45,64,83|. Procedure: To a stirring, degassed mixture of 7-bromo-8-iodo-2-isobutyl-[1,2,4]triazolo[4,3-a]pyridin-3(2H)-one (100 mg, 0.25 mmol), 4-chlorophenylboronic acid (40 mg, 0.28 mmol), and tetrakis(triphenylphosphine)palladium (15 mg, 0.013 mmol) in dioxane (2.0 mL) at 20° C. was added K2CO3 (40 mg, 0.28 mmol) in water (0.6 mL). The resulting reaction mixture was stirred at 100° C. for 15 h under argon. Analysis by HPLC/MS indicated that starting material had been consumed. The reaction mixture was brought to r... The reactants are ClC=1C=C(C=CC1F)NC=1C2=C(N=CN1)OC1=C2CCNC1 (N-(3-Chloro-4-fluorophenyl)-5,6,7,8-tetrahydropyrido[4′,3′:4,5]furo[2,3-d]pyrimidin-4-amine), Cl.CN(C/C=C/C(=O)O)C(C)C ((2E)-4-[methyl(1-methylethyl)amino]but-2-enoic acid hydrochloride). The product is ClC=1C=C(C=CC1F)NC=1C2=C(N=CN1)OC1=C2CCN(C1)C(\C=C\CN(C(C)C)C)=O (N-(3-Chloro-4-fluorophenyl)-7-{(2E)-4-[methyl(1-methylethyl)amino]but-2-enoyl}-5,6,7,8-tetrahydropyrido[4′,3′:4,5]furo[2,3-d]pyrimidin-4-amine). As a reaction SMILES: [Cl:1][C:2]1[CH:3]=[C:4]([NH:9][C:10]2[C:11]3[C:18]4[CH2:19][CH2:20][NH:21][CH2:22][C:17]=4[O:16][C:12]=3[N:13]=[CH:14][N:15]=2)[CH:5]=[CH:6][C:7]=1[F:8].Cl.[CH3:24][N:25]([CH:32]([CH3:34])[CH3:33])[CH2:26]/[CH:27]=[CH:28]/[C:29](O)=[O:30]>>[Cl:1][C:2]1[CH:3]=[C:4]([NH:9][C:10]2[C:11]3[C:18]4[CH2:19][CH2:20][N:21]([C:29](=[O:30])/[CH:28]=[CH:27]/[CH2:26][N:25]([CH3:24])[CH:32]([CH3:34])[CH3:33])[CH2:22][C:17]=4[O:16][C:12]=3[N:13]=[CH:14][N:15]=2)[CH:5]=[CH:6][C:7]=1[F:8] |f:1.2|. Procedure: In analogy to Example 89, the title compound was prepared from N-(3-chloro-4-fluorophenyl)-5,6,7,8-tetrahydropyrido[4′,3′:4,5]furo[2,3-d]pyrimidin-4-amine from Example 39A (100 mg, 0.314 mmol) and (2E)-4-[methyl(1-methylethyl)amino]but-2-enoic acid hydrochloride from Example 2A (85 mg, 0.44 mmol) to yield 80 mg (53%).